From a dataset of the Open Reaction Database (ORD), a public repository of structured organic reaction records. describe an organic reaction: reactants, conditions, products, and yield The reactants are CCCCO, CCN(C(C)C)C(C)C, Ic1cc(I)ncn1, Nc1cccc(F)c1, O. Product: Fc1cccc(Nc2cc(I)ncn2)c1. RXN SMILES: [CH2:26]([OH:27])[CH2:28][CH2:29][CH3:30].[CH:17]([N:18]([CH2:19][CH3:20])[CH:21]([CH3:22])[CH3:23])([CH3:24])[CH3:25].[I:1][c:2]1[n:3][cH:4][n:5][c:6]([I:8])[cH:7]1.[NH2:9][c:10]1[cH:11][cH:12][cH:13][c:14]([F:15])[cH:16]1.[OH2:31]>>[c:2]1([NH:9][c:10]2[cH:11][cH:12][cH:13][c:14]([F:15])[cH:16]2)[n:3][cH:4][n:5][c:6]([I:8])[cH:7]1. The reactants are CO, Clc1nccc2c1CC1(CN3CCC1CC3)O2. The product is c1cc2c(cn1)CC1(CN3CCC1CC3)O2. RXN SMILES: [CH3:18][OH:19].[Cl:1][c:2]1[n:3][cH:4][cH:5][c:6]2[c:7]1[CH2:8][C:9]1([CH2:10][N:11]3[CH2:12][CH2:13][CH:14]1[CH2:15][CH2:16]3)[O:17]2>>[cH:2]1[n:3][cH:4][cH:5][c:6]2[c:7]1[CH2:8][C:9]1([CH2:10][N:11]3[CH2:12][CH2:13][CH:14]1[CH2:15][CH2:16]3)[O:17]2.